From a dataset of the Open Reaction Database (ORD), a public repository of structured organic reaction records. describe an organic reaction: reactants, conditions, products, and yield Starting materials: ClC1=C(C=NC2=CC(=C(C=C12)OC)OC)C#N (4-chloro-6,7-dimethoxy-3-quinolinecarbonitrile), Cl.N1=CC=CC=C1 (pyridine hydrochloride), NC=1C=CC(=C(C1)O)OC (5-amino-2-methoxyphenol). The solvent is C(C)OCCO (2-ethoxyethanol). Product: OC=1C=C(C=CC1OC)NC1=C(C=NC2=CC(=C(C=C12)OC)OC)C#N (4-(3-Hydroxy-4-methoxy-phenylamino)-6,7-dimethoxy-quinoline-3-carbonitrile). Isolated yield 89.2%. Reaction SMILES: Cl[C:2]1[C:11]2[C:6](=[CH:7][C:8]([O:14][CH3:15])=[C:9]([O:12][CH3:13])[CH:10]=2)[N:5]=[CH:4][C:3]=1[C:16]#[N:17].Cl.N1C=CC=CC=1.[NH2:25][C:26]1[CH:27]=[CH:28][C:29]([O:33][CH3:34])=[C:30]([OH:32])[CH:31]=1>C(OCCO)C>[OH:32][C:30]1[CH:31]=[C:26]([NH:25][C:2]2[C:11]3[C:6](=[CH:7][C:8]([O:14][CH3:15])=[C:9]([O:12][CH3:13])[CH:10]=3)[N:5]=[CH:4][C:3]=2[C:16]#[N:17])[CH:27]=[CH:28][C:29]=1[O:33][CH3:34] |f:1.2|. Reported procedure: Using an analogous procedure to that described in Example 367, 248.7 mg (1 mmol) of 4-chloro-6,7-dimethoxy-3-quinolinecarbonitrile in 10 mL of 2-ethoxyethanol and in the presence of 115.6 mg (1 mmol) of pyridine hydrochloride was reacted with 167.0 mg (1.2 mmol) of 5-amino-2-methoxyphenol to give 313.3 mg (89.3%) of the product as a gray solid, m.p. 254-256° C., mass (electrospray, m/e): M+H351.2. As a reaction SMILES: [Br:26][O-:27].[C:1]([CH3:2])(=[O:3])[c:4]1[c:5](-[c:17]2[cH:18][c:19]([N+:23](=[O:24])[O-:25])[cH:20][cH:21][cH:22]2)[n:6][c:7](-[c:11]2[cH:12][cH:13][cH:14][cH:15][cH:16]2)[n:8][c:9]1[CH3:10].[Na+:28].[Na+:33].[O:34]1[CH2:35][CH2:36][CH2:37][CH2:38]1.[S:29]([O-:30])(=[O:31])[OH:32]>>[C:1](=[O:3])([c:4]1[c:5](-[c:17]2[cH:18][c:19]([N+:23](=[O:24])[O-:25])[cH:20][cH:21][cH:22]2)[n:6][c:7](-[c:11]2[cH:12][cH:13][cH:14][cH:15][cH:16]2)[n:8][c:9]1[CH3:10])[OH:30]. The product is Cc1nc(-c2ccccc2)nc(-c2cccc([N+](=O)[O-])c2)c1C(=O)O. Starting materials: [O-]Br, CC(=O)c1c(C)nc(-c2ccccc2)nc1-c1cccc([N+](=O)[O-])c1, [Na+], [Na+], C1CCOC1, O=S([O-])O.